describe an organic reaction: reactants, conditions, products, and yield From a dataset of the Open Reaction Database (ORD), a public repository of structured organic reaction records. Reactants: C=1C=CC2=C(C1)NC=3C=CC=CC32. The reagents and catalysts are O1B(OC(C)(C)C1(C)C)B2OC(C)(C)C(O2)(C)C, N=1C=CC(=CC1C=2N=CC=C(C2)C(C)(C)C)C(C)(C)C, O1BOC(C)(C)C1(C)C, C[OH2+].C[OH2+].C1CC=CCCC=C1.C1CC=CCCC=C1.[Ir].[Ir]. Solvent: O1CCCC1. Run at temperature 80 celsius, time 0 hour. Product: O1B(OC(C)(C)C1(C)C)C2=CC=CC=3C=4C=CC=CC4NC23. Yield: 47.0%. The reactants are CC(C)(C)OC(=O)N(Cc1ccccc1)C1CN(S(=O)(=O)c2ccc(F)cc2)C1, O=C([O-])[O-], CCCCN, [K+], [K+], O. Product: CCCCNc1ccc(S(=O)(=O)N2CC(N(Cc3ccccc3)C(=O)OC(C)(C)C)C2)cc1. As a reaction SMILES: [C:1]([CH3:2])([CH3:3])([CH3:4])[O:5][C:6]([N:7]([CH:8]1[CH2:9][N:10]([S:12](=[O:13])(=[O:14])[c:15]2[cH:16][cH:17][c:18]([F:21])[cH:19][cH:20]2)[CH2:11]1)[CH2:22][c:23]1[cH:24][cH:25][cH:26][cH:27][cH:28]1)=[O:29].[C:35](=[O:36])([O-:37])[O-:38].[CH2:30]([CH2:31][CH2:32][CH3:33])[NH2:34].[K+:39].[K+:40].[OH2:41]>>[C:1]([CH3:2])([CH3:3])([CH3:4])[O:5][C:6]([N:7]([CH:8]1[CH2:9][N:10]([S:12](=[O:13])(=[O:14])[c:15]2[cH:16][cH:17][c:18]([NH:34][CH2:30][CH2:31][CH2:32][CH3:33])[cH:19][cH:20]2)[CH2:11]1)[CH2:22][c:23]1[cH:24][cH:25][cH:26][cH:27][cH:28]1)=[O:29]. The reactants are CN1C=2C=CC=CC2N(C2=CC=CC=C12)C (N,N'-dimethyl phenazine), NOBF4, perfluoroborate, F[B-](F)(F)F.CN1C=2C=CC=CC2N(C2=CC=CC=C12)C (N,N'-dimethyl phenazine (tetrafluoroborate)). The solvent is CC#N (CH3CN), CC#N (CH3CN). Product: F[B-](F)(F)F (tetrafluoroborate), CN1C=2C=CC=CC2N(C2=CC=CC=C12)C (N,N'-dimethyl phenazine). Reaction SMILES: [F:1][B-:2]([F:5])([F:4])[F:3].[CH3:6][N:7]1[C:20]2[C:15](=[CH:16][CH:17]=[CH:18][CH:19]=2)[N:14]([CH3:21])[C:13]2[CH:12]=[CH:11][CH:10]=[CH:9][C:8]1=2.CN1C2C(=CC=CC=2)N(C)C2C=CC=CC1=2>CC#N>[F:1][B-:2]([F:5])([F:4])[F:3].[CH3:21][N:14]1[C:13]2[C:8](=[CH:9][CH:10]=[CH:11][CH:12]=2)[N:7]([CH3:6])[C:20]2[CH:19]=[CH:18][CH:17]=[CH:16][C:15]1=2 |f:0.1|. Procedure details: At first, perfluoroborate of cation-radical of N,N'-dimethyl phenazine (tetrafluoroborate) ##STR14## was prepared. Said substance was prepared according to the procedure similar to that specified in Example 3. For this purpose, 0,001 mole of N,N'-dimethyl phenazine was dissolved in 150 cm3 of CH3CN. The resulting solution was blown through with argon, and 0.001 mole of NOBF4 dissolved in 50 cm3 of CH3CN was added thereto. Further treatment and separation of the end product were carried out as sp... Starting materials: O=C([O-])O, [BH3-]C#N, CC(=O)O, CO, [Na+], [Na+], O=c1[nH]c(-c2ccccc2)cc2ccc(NCCN3CCOCC3)cc12. The product is CN(CCN1CCOCC1)c1ccc2cc(-c3ccccc3)[nH]c(=O)c2c1. Reaction SMILES: [C:35](=[O:36])([OH:37])[O-:38].[C:5]([BH3-:6])#[N:7].[CH3:1][C:2](=[O:3])[OH:4].[CH3:40][OH:41].[Na+:39].[Na+:8].[O:9]1[CH2:10][CH2:11][N:12]([CH2:15][CH2:16][NH:17][c:18]2[cH:19][cH:20][c:21]3[cH:22][c:23](-[c:29]4[cH:30][cH:31][cH:32][cH:33][cH:34]4)[nH:24][c:25](=[O:28])[c:26]3[cH:27]2)[CH2:13][CH2:14]1>>[CH3:1][N:17]([CH2:16][CH2:15][N:12]1[CH2:11][CH2:10][O:9][CH2:14][CH2:13]1)[c:18]1[cH:19][cH:20][c:21]2[cH:22][c:23](-[c:29]3[cH:30][cH:31][cH:32][cH:33][cH:34]3)[nH:24][c:25](=[O:28])[c:26]2[cH:27]1. The reactants are COc1ccc2c(c1)C(C)(O)CC2, c1ccccc1. Yields the product COc1ccc2c(c1)C=CC2. Reaction SMILES: [CH3:1][C:2]1([OH:13])[CH2:3][CH2:4][c:5]2[cH:6][cH:7][c:8]([O:11][CH3:12])[cH:9][c:10]21.[cH:14]1[cH:15][cH:16][cH:17][cH:18][cH:19]1>>[CH:2]1=[CH:3][CH2:4][c:5]2[cH:6][cH:7][c:8]([O:11][CH3:12])[cH:9][c:10]21. Reactants: OCC1=CC=C(C=C1)C(CNC(OC(C)(C)C)=O)C(=O)NC=1C=C2C=CN=CC2=CC1 (tert-butyl 2-(4-(hydroxymethyl)phenyl)-3-(isoquinolin-6-ylamino)-3-oxopropylcarbamate), C(CCl)Cl (EDC), C1(CCCCC1)C(=O)O (cyclohexanecarboxylic acid). The reagents and catalysts are CN(C)C=1C=CN=CC1 (DMAP). Solvent: N1=CC=CC=C1 (pyridine). Run at time 8 hour. Product: C1(CCCCC1)C(=O)OCC1=CC=C(C=C1)C(C(=O)NC=1C=C2C=CN=CC2=CC1)CNC(=O)OC(C)(C)C (4-(3-(tert-butoxycarbonylamino)-1-(isoquinolin-6-ylamino)-1-oxopropan-2-yl)benzyl cyclohexanecarboxylate). Reaction SMILES: [OH:1][CH2:2][C:3]1[CH:8]=[CH:7][C:6]([CH:9]([C:19]([NH:21][C:22]2[CH:23]=[C:24]3[C:29](=[CH:30][CH:31]=2)[CH:28]=[N:27][CH:26]=[CH:25]3)=[O:20])[CH2:10][NH:11][C:12](=[O:18])[O:13][C:14]([CH3:17])([CH3:16])[CH3:15])=[CH:5][CH:4]=1.C(Cl)CCl.[CH:36]1([C:42](O)=[O:43])[CH2:41][CH2:40][CH2:39][CH2:38][CH2:37]1>N1C=CC=CC=1.CN(C1C=CN=CC=1)C>[CH:36]1([C:42]([O:1][CH2:2][C:3]2[CH:4]=[CH:5][C:6]([CH:9]([CH2:10][NH:11][C:12]([O:13][C:14]([CH3:16])([CH3:17])[CH3:15])=[O:18])[C:19]([NH:21][C:22]3[CH:23]=[C:24]4[C:29](=[CH:30][CH:31]=3)[CH:28]=[N:27][CH:26]=[CH:25]4)=[O:20])=[CH:7][CH:8]=2)=[O:43])[CH2:41][CH2:40][CH2:39][CH2:38][CH2:37]1. Reported procedure: To tert-butyl 2-(4-(hydroxymethyl)phenyl)-3-(isoquinolin-6-ylamino)-3-oxopropylcarbamate (E139) in pyridine was added EDC, DMAP, and cyclohexanecarboxylic acid, and the solution was flushed with N2, capped, and stirred overnight. The mixture was poured into EtOAc/NaHCO3(sat) and the aqueous layer was further extracted with EtOAc. The organics were dried (MgSO4), filtered, and evaporated. Column chromatography (SiO2, 5% MeOH/CH2Cl2) gave pure 4-(3-(tert-butoxycarbonylamino)-1-(isoquinolin-6-ylami...